This data is from the Open Reaction Database (ORD), a public repository of structured organic reaction records. The task is: describe an organic reaction: reactants, conditions, products, and yield Reactants: C(C)(C)(C)C1=NN=C(N1)SC (3-tert.butyl-5-methylthio-4H-1,2,4-triazole), 38g, CN(C(=O)Cl)C (dimethylcarbamyl chloride). Solvent: N1=CC=CC=C1 (pyridine). The product is CN(C(=O)N1N=C(N=C1SC)C(C)(C)C)C (1-Dimethylcarbamyl-3-tert.butyl-5-methylthio-1H-1,2,4-triazole). As a reaction SMILES: [C:1]([C:5]1[NH:9][C:8]([S:10][CH3:11])=[N:7][N:6]=1)([CH3:4])([CH3:3])[CH3:2].[CH3:12][N:13]([CH3:17])[C:14](Cl)=[O:15]>N1C=CC=CC=1>[CH3:12][N:13]([CH3:17])[C:14]([N:7]1[C:8]([S:10][CH3:11])=[N:9][C:5]([C:1]([CH3:4])([CH3:2])[CH3:3])=[N:6]1)=[O:15]. Procedure: A solution of 57.6 g (0.338 mol) of 3-tert.butyl-5-methylthio-4H-1,2,4-triazole and 38g (0.355 mol) of dimethylcarbamyl chloride in 300 ml of pyridine was maintained at reflux temperature for 16 hrs. After the pyridine was removed at reduced pressure on the rotary evaporator, water was added followed by chloroform. The organic layer was washed with successive portions of dilute hydrochloric acid, water and brine then dried over Na2SO4. The solvent was removed in vacuo to give 75 g, nD26 1.5165 o... Starting materials: BrC1=NC(=CC(=C1)S(=O)(=O)C1=CC=C(C=C1)N)Br (4-(2,6-dibromopyridine-4-sulphonyl)-phenylamine), C(C)N(CCCN)CC (3-diethylamino-1propylamine). Solvent: O1CCOCC1 (dioxane). Run at time 18 hour. Product: NC1=CC=C(C=C1)S(=O)(=O)C1=CC(=NC(=C1)Br)NCCCN(CC)CC (N-[4-(4-aminobenzenesulphonyl)-6-bromopyridin-2-yl]-N',N'-diethylpropane-1,3-diamine). Isolated yield 41.0%. As a reaction SMILES: Br[C:2]1[CH:7]=[C:6]([S:8]([C:11]2[CH:16]=[CH:15][C:14]([NH2:17])=[CH:13][CH:12]=2)(=[O:10])=[O:9])[CH:5]=[C:4]([Br:18])[N:3]=1.[CH2:19]([N:21]([CH2:26][CH3:27])[CH2:22][CH2:23][CH2:24][NH2:25])[CH3:20]>O1CCOCC1>[NH2:17][C:14]1[CH:15]=[CH:16][C:11]([S:8]([C:6]2[CH:5]=[C:4]([Br:18])[N:3]=[C:2]([NH:25][CH2:24][CH2:23][CH2:22][N:21]([CH2:26][CH3:27])[CH2:19][CH3:20])[CH:7]=2)(=[O:10])=[O:9])=[CH:12][CH:13]=1. Procedure: 0.20 g (0.00051 mol) of 4-(2,6-dibromopyridine-4-sulphonyl)-phenylamine was dissolved in 10 ml of dioxane and treated with 8.0 ml of 3-diethylamino-1propylamine. The mixture was stirred at room temperature for 18 hrs., the solvent was removed and the residue was chromatographed twice on silica gel, firstly with 20% methanol in dichloromethane and then with 10% methanol in dichloromethane. There was obtained 0.09 g (41%) of N-[4-(4-aminobenzenesulphonyl)-6-bromopyridin-2-yl]-N',N'-diethylpropane-... Reactants: C1(C(CC)O1)=O (alpha-butyrolactone), [Cl-].[Al+3].[Cl-].[Cl-] (aluminum chloride), ClC1=CC=CC=C1 (chlorobenzene). The product is ClC1=C2CCCC(C2=CC=C1)=O (5-chloro-3,4-dihydro-1(2H)-naphthalenone). RXN SMILES: [C:1]1(=[O:6])O[CH:2]1[CH2:3][CH3:4].[Cl-].[Al+3].[Cl-].[Cl-].[Cl:11][C:12]1[CH:17]=[CH:16][CH:15]=[CH:14][CH:13]=1>>[Cl:11][C:12]1[CH:17]=[CH:4][CH:3]=[C:2]2[C:13]=1[CH2:14][CH2:15][CH2:16][C:1]2=[O:6] |f:1.2.3.4|. Procedure details: Reaction of alpha-butyrolactone with chlorobenzene in the presence of aluminum chloride, as described in U.S. Pat. No. 3,657,400, produced 5-chloro-3,4-dihydro-1(2H)-naphthalenone. The latter was formylated with a combination of phosphorous oxychloride and dimethylformamide, yielding 1,5-dichloro-3,4-dihydronaphthalen-2-carboxaldehyde; mp 83.5°-84°, which was then reacted with ethyl thioglycolate and triethylamine in pyridine, as described in J.C.S. Perkin I, 2956 (1973), to produce ethyl 6-chlo... Reactants: CS(=O)(=O)OCCC1OCCc2cc(N=C(c3ccccc3)c3ccccc3)ccc21, CC1CN(c2cccc3cc(F)ccc23)CCN1. Yields the product CC1CN(c2cccc3cc(F)ccc23)CCN1CCC1OCCc2cc(N=C(c3ccccc3)c3ccccc3)ccc21. RXN SMILES: [CH3:1][S:2]([O:3][CH2:6][CH2:7][CH:8]1[O:9][CH2:10][CH2:11][c:12]2[c:13]1[cH:14][cH:15][c:16]([N:18]=[C:19]([c:20]1[cH:21][cH:22][cH:23][cH:24][cH:25]1)[c:26]1[cH:27][cH:28][cH:29][cH:30][cH:31]1)[cH:17]2)(=[O:4])=[O:5].[F:32][c:33]1[cH:34][c:35]2[cH:36][cH:37][cH:38][c:39]([N:43]3[CH2:44][CH:45]([CH3:49])[NH:46][CH2:47][CH2:48]3)[c:40]2[cH:41][cH:42]1>>[CH2:6]([CH2:7][CH:8]1[O:9][CH2:10][CH2:11][c:12]2[c:13]1[cH:14][cH:15][c:16]([N:18]=[C:19]([c:20]1[cH:21][cH:22][cH:23][cH:24][cH:25]1)[c:26]1[cH:27][cH:28][cH:29][cH:30][cH:31]1)[cH:17]2)[N:46]1[CH:45]([CH3:49])[CH2:44][N:43]([c:39]2[cH:38][cH:37][cH:36][c:35]3[cH:34][c:33]([F:32])[cH:42][cH:41][c:40]32)[CH2:48][CH2:47]1. Yields the product CCOP(=O)(OCC)C(Cl)c1ccc(Cl)cc1. Starting materials: [Li]CCCC, CC(C)NC(C)C, CCOCC, [Cl-], CCOP(=O)(Cc1ccc(Cl)cc1)OCC, O=S(=O)(Cl)C(F)(F)F, [NH4+], C1CCOC1, O=[PH]([O-])[O-]. Reaction SMILES: [CH2:8]([Li:9])[CH2:10][CH2:11][CH3:12].[CH3:1][CH:2]([NH:3][CH:4]([CH3:5])[CH3:6])[CH3:7].[CH3:48][CH2:49][O:50][CH2:51][CH3:52].[Cl-:41].[Cl:13][c:14]1[cH:15][cH:16][c:17]([CH2:20][P:21]([O:22][CH2:23][CH3:24])([O:25][CH2:26][CH3:27])=[O:28])[cH:18][cH:19]1.[F:29][C:30]([F:31])([F:32])[S:33]([Cl:34])(=[O:35])=[O:36].[NH4+:42].[O:43]1[CH2:44][CH2:45][CH2:46][CH2:47]1.[PH:37](=[O:38])([O-:39])[O-:40]>>[Cl:13][c:14]1[cH:15][cH:16][c:17]([CH:20]([P:21]([O:22][CH2:23][CH3:24])([O:25][CH2:26][CH3:27])=[O:28])[Cl:34])[cH:18][cH:19]1. The reactants are C(C)OCCOC1=CC(=C(N)C=C1)[N+](=O)[O-] (4-(2-ethoxyethoxy)-2-nitroaniline), [H][H] (hydrogen). Reagents/catalysts: [Pd] (palladium-on-charcoal). Run in CO (methanol). The product is NC1=C(C=C(C=C1)OCCOCC)N (1,2-diamino-4-(2-ethoxyethoxy) benzene). As a reaction SMILES: [CH2:1]([O:3][CH2:4][CH2:5][O:6][C:7]1[CH:13]=[CH:12][C:10]([NH2:11])=[C:9]([N+:14]([O-])=O)[CH:8]=1)[CH3:2].[H][H]>[Pd].CO>[NH2:11][C:10]1[CH:12]=[CH:13][C:7]([O:6][CH2:5][CH2:4][O:3][CH2:1][CH3:2])=[CH:8][C:9]=1[NH2:14]. Reported procedure: A mixture of 1.8 g. of 4-(2-ethoxyethoxy)-2-nitroaniline and 0.3 g. of 5% palladium-on-charcoal catalyst in 200 ml. of methanol is hydrogenated under ambient conditions. After the uptake of hydrogen is complete, the mixture is filtered and 1,2-diamino-4-(2-ethoxyethoxy) benzene is isolated from the filtrate by evaporation. The reactants are C#CCNC(=C[N+](=O)[O-])SC, N=C(N)Nc1nc(CSCCN)cs1. Product: C#CCNC(=C[N+](=O)[O-])NCCSCc1csc(NC(=N)N)n1. RXN SMILES: [CH3:1][S:2][C:3](=[CH:4][N+:5](=[O:6])[O-:7])[NH:8][CH2:9][C:10]#[CH:11].[NH:12]([C:13](=[NH:14])[NH2:15])[c:16]1[s:17][cH:18][c:19]([CH2:21][S:22][CH2:23][CH2:24][NH2:25])[n:20]1>>[C:3](=[CH:4][N+:5](=[O:6])[O-:7])([NH:8][CH2:9][C:10]#[CH:11])[NH:25][CH2:24][CH2:23][S:22][CH2:21][c:19]1[cH:18][s:17][c:16]([NH:12][C:13](=[NH:14])[NH2:15])[n:20]1.